Dataset: the Open Reaction Database (ORD), a public repository of structured organic reaction records. Task: describe an organic reaction: reactants, conditions, products, and yield Reactants: BrC(Cl)(Cl)Cl (bromotrichloromethane), O=C1COC2=C(C=C1)C=C(C=C2)C(=O)OC (methyl 3-oxo-2,3-dihydro-1-benzoxepin-7-carboxylate), C1(=CC=CC=C1)P(C1=CC=CC=C1)C1=CC=CC=C1 (triphenylphosphine). The solvent is C(C)#N (acetonitrile). Reaction conditions: temperature 0 celsius, time 2 hour. Product: ClC(=C1COC2=C(C=C1)C=C(C=C2)C(=O)OC)Cl (methyl 3-(dichloromethylene)-2,3-dihydro-1-benzoxepin-7-carboxylate). Yield: 74.0%. RXN SMILES: Br[C:2]([Cl:5])(Cl)[Cl:3].O=[C:7]1[CH:13]=[CH:12][C:11]2[CH:14]=[C:15]([C:18]([O:20][CH3:21])=[O:19])[CH:16]=[CH:17][C:10]=2[O:9][CH2:8]1.C1(P(C2C=CC=CC=2)C2C=CC=CC=2)C=CC=CC=1>C(#N)C>[Cl:3][C:2]([Cl:5])=[C:7]1[CH:13]=[CH:12][C:11]2[CH:14]=[C:15]([C:18]([O:20][CH3:21])=[O:19])[CH:16]=[CH:17][C:10]=2[O:9][CH2:8]1. Reported procedure: 0.046 ml (2 equivalents) of bromotrichloromethane is added to 50 mg (0.23 mmol) of methyl 3-oxo-2,3-dihydro-1-benzoxepin-7-carboxylate, prepared according to example 49, and 214 mg (0.92 mmol) of triphenylphosphine in suspension in 0.5 ml of acetonitrile, which is stirred beforehand at 0° C. for 2 hours. The reaction medium is protected from light and is again stirred at ambient temperature for 15 minutes. After the conventional treatments, purification on a column of silica gel (ethyl acetate/h... Reported procedure: A solution of 3-fluorobenzoic acid (3.0 g, 21.4 mmol) in methanol (71 mL) at 0° C. is treated dropwise with thionyl chloride (3.1 mL, 42.8 mmol). The solution is stirred for 15 min at 0° C., 2.5 h at room temperature, and 2 h at 50° C. The reaction is concentrated in vacuo and the residue dissolved in ethyl acetate (150 mL). The organic solution is washed with saturated aqueous sodium bicarbonate (2×100 mL), brine (100 mL), and dried over sodium sulfate. The solution is decanted and concentrated... Conditions: temperature 0 celsius, time 2.5 hour. Starting materials: FC=1C=C(C(=O)O)C=CC1 (3-fluorobenzoic acid), S(=O)(Cl)Cl (thionyl chloride), CO (methanol). The product is FC=1C=C(C(=O)OC)C=CC1 (Methyl 3-fluorobenzoate). Reaction SMILES: [F:1][C:2]1[CH:3]=[C:4]([CH:8]=[CH:9][CH:10]=1)[C:5]([OH:7])=[O:6].S(Cl)(Cl)=O.[CH3:15]O>>[F:1][C:2]1[CH:3]=[C:4]([CH:8]=[CH:9][CH:10]=1)[C:5]([O:7][CH3:15])=[O:6]. The reactants are CSC=1NC(=C(N1)CCCl)C1=CC=C(C=C1)F (2-methylthio-4-(2-chloroethyl)-5-(4-fluorophenyl)imidazole), CSC=1NC(=C(N1)C1=CC=C(C=C1)F)CCCl (2-methylthio-5-(2-chloroethyl)-4-(4-fluorophenyl)imidazole), FC1=CC2=C(N(N=N2)C2CCNCC2)C=C1 (4-(5-fluoro-1H-benzotriazol-1-yl)piperidine), C(C)(C)N(CC)C(C)C (diisopropylethylamine). Run in CO (methanol). The product is CSC=1NC(=C(N1)C1=CC=C(C=C1)F)CCN1CCC(CC1)N1N=NC2=C1C=CC(=C2)F (2-methylthio-4-(4-fluorophenyl)-5-[2-[4-(5-fluoro-1H-benzotriazol-1-yl)piperidin-1-yl]ethyl]imidazole). Yield: 53.0%. Reaction SMILES: [CH3:1][S:2][C:3]1[NH:4][C:5]([C:11]2[CH:16]=[CH:15][C:14]([F:17])=[CH:13][CH:12]=2)=[C:6]([CH2:8][CH2:9]Cl)[N:7]=1.[F:18][C:19]1[CH:33]=[CH:32][C:22]2[N:23]([CH:26]3[CH2:31][CH2:30][NH:29][CH2:28][CH2:27]3)[N:24]=[N:25][C:21]=2[CH:20]=1.C(N(C(C)C)CC)(C)C>CO>[CH3:1][S:2][C:3]1[NH:7][C:6]([CH2:8][CH2:9][N:29]2[CH2:28][CH2:27][CH:26]([N:23]3[C:22]4[CH:32]=[CH:33][C:19]([F:18])=[CH:20][C:21]=4[N:25]=[N:24]3)[CH2:31][CH2:30]2)=[C:5]([C:11]2[CH:16]=[CH:15][C:14]([F:17])=[CH:13][CH:12]=2)[N:4]=1. Procedure details: A mixture of 0.141 g of 2-methylthio-4-(2-chloroethyl)-5-(4-fluorophenyl)imidazole, 2-methylthio-5-(2-chloroethyl)-4-(4-fluorophenyl)imidazole, 0.095 g of 4-(5-fluoro-1H-benzotriazol-1-yl)piperidine, 0.19 ml of diisopropylethylamine and 0.6 ml of methanol was stirred with heating under reflux for 17 hours. After the mixture was cooled to room temperature, the solvent was distilled off under reduced pressure, and the residue was purified by a flush chromatography (silica gel: Chromatorex NHDM1020... The reactants are O (water), [H-].[Na+] (Sodium hydride), OCC1=NC=CC(=C1)C (2-(hydroxymethyl)-4-picoline), FC1=C(C=C(C=C1)[N+](=O)[O-])C (2-Fluoro-5-nitrotoluene). Procedure: n-Butyllithium (24 ml of a 1.6 N solution in hexanes, 38.4 mmol) was added to a stirred solution of 2,4-lutidine (4.28 g, 40 mmol) in tetrahydrofuran (70 ml) at −70° C. under an inert atmosphere. After 1 hour, air was bubbled through (for 1 hour), methanol (50 ml) was added and the reaction allowed to warm to ambient temperature. The reaction mixture was filtered and then evaporated in vacuo. Purification of the crude product by flash chromatography on silica gel, eluting with ethyl acetate, yie... The solvent is CN1CCCC1 (N-methylpyrrolidine). Reaction conditions: time 18 hour. Reaction SMILES: [H-].[Na+].[OH:3][CH2:4][C:5]1[CH:10]=[C:9]([CH3:11])[CH:8]=[CH:7][N:6]=1.F[C:13]1[CH:18]=[CH:17][C:16]([N+:19]([O-:21])=[O:20])=[CH:15][C:14]=1[CH3:22].O>CN1CCCC1>[CH3:11][C:9]1[CH:8]=[CH:7][N:6]=[C:5]([CH2:4][O:3][C:13]2[CH:18]=[CH:17][C:16]([N+:19]([O-:21])=[O:20])=[CH:15][C:14]=2[CH3:22])[CH:10]=1 |f:0.1|. The product is CC1=CC(=NC=C1)COC1=C(C=C(C=C1)[N+](=O)[O-])C (2-((4-methyl-2-pyridyl)methoxy)-5-nitrotoluene). The yield is 69.7%. Reactants: OC=1C=C(C=CC=O)C=CC1OC (3-Hydroxy-4-methoxycinnamaldehyde), palladium alumina. Run in CO (methanol). Reaction conditions: temperature 35 celsius, time 7 hour. The product is OC=1C=C(C=CC1OC)CCC=O (3-(3-hydroxy-4-methoxyphenyl) propionaldehyde). The yield is 78.4%. Reaction SMILES: [OH:1][C:2]1[CH:3]=[C:4]([CH:9]=[CH:10][C:11]=1[O:12][CH3:13])[CH:5]=[CH:6][CH:7]=[O:8]>CO>[OH:1][C:2]1[CH:3]=[C:4]([CH2:5][CH2:6][CH:7]=[O:8])[CH:9]=[CH:10][C:11]=1[O:12][CH3:13]. Reported procedure: 3-Hydroxy-4-methoxycinnamaldehyde (8.66 g, 48.6 mmol) and 5% palladium-alumina (aluminum oxide) (0.540 g) were added to methanol (144 ml), and the mixture was stirred under hydrogen atmosphere of normal pressure (0.1 MPa) at 35° C. for 7 hours for reaction. The reaction solution was filtrated to remove the catalyst, and further the catalyst was washed with methanol (40 ml). The filtrate and the wash solution were combined together, and then concentrated. Thus concentrated solution was subjected ...